This data is from the Open Reaction Database (ORD), a public repository of structured organic reaction records. The task is: describe an organic reaction: reactants, conditions, products, and yield Starting materials: CCOC(C)=O, O=[N+]([O-])c1ccc(F)cc1F, [H-], [Na+], O, CCOC(=O)C1CCC(O)CC1. The product is CCOC(=O)C1CCC(Oc2ccc([N+](=O)[O-])c(F)c2)CC1. Reaction SMILES: [CH3:27][CH2:28][O:29][C:30](=[O:31])[CH3:32].[F:15][c:16]1[c:17]([N+:23](=[O:24])[O-:25])[cH:18][cH:19][c:20]([F:22])[cH:21]1.[H-:1].[Na+:2].[OH2:26].[OH:3][CH:4]1[CH2:5][CH2:6][CH:7]([C:10](=[O:11])[O:12][CH2:13][CH3:14])[CH2:8][CH2:9]1>>[O:3]([CH:4]1[CH2:5][CH2:6][CH:7]([C:10](=[O:11])[O:12][CH2:13][CH3:14])[CH2:8][CH2:9]1)[c:20]1[cH:19][cH:18][c:17]([N+:23](=[O:24])[O-:25])[c:16]([F:15])[cH:21]1. Starting materials: ClC1=CC=C2C(=CNC2=C1Cl)C=1CCNCC1 (6,7-dichloro-3-(1,2,3,6-tetrahydropyridin-4-yl)-1H-indole), O1[C@@H](C1)COC1=C2C=CNC2=CC=C1 ((S)-(+)-4-(oxiranylmethoxy)-1H-indole). Solvent: CS(=O)C (dimethylsulfoxide). The product is ClC1=CC=C2C(=CNC2=C1Cl)C=1CCN(CC1)C[C@@H](COC1=C2C=CNC2=CC=C1)O ((2S)-(+)-3-[4-(6,7-dichloro-3-indolyl)-1,2,3,6-tetrahydropyridin-1-yl]-1-(4-indolyloxy)-2-propanol). RXN SMILES: [Cl:1][C:2]1[C:10]([Cl:11])=[C:9]2[C:5]([C:6]([C:12]3[CH2:13][CH2:14][NH:15][CH2:16][CH:17]=3)=[CH:7][NH:8]2)=[CH:4][CH:3]=1.[O:18]1[CH2:20][C@H:19]1[CH2:21][O:22][C:23]1[CH:31]=[CH:30][CH:29]=[C:28]2[C:24]=1[CH:25]=[CH:26][NH:27]2>CS(C)=O>[Cl:1][C:2]1[C:10]([Cl:11])=[C:9]2[C:5]([C:6]([C:12]3[CH2:13][CH2:14][N:15]([CH2:20][C@H:19]([OH:18])[CH2:21][O:22][C:23]4[CH:31]=[CH:30][CH:29]=[C:28]5[C:24]=4[CH:25]=[CH:26][NH:27]5)[CH2:16][CH:17]=3)=[CH:7][NH:8]2)=[CH:4][CH:3]=1. Reported procedure: The title compound was prepared in a fashion similar to that described in Example 193 from 6,7-dichloro-3-(1,2,3,6-tetrahydropyridin-4-yl)-1H-indole (1.00 g, 3.7 mmol) and (S)-(+)-4-(oxiranylmethoxy)-1H-indole(0.71 g, 3.7 mmol). The product was isolated as a white foam. Yield 1.17 g (69%). mp 140°-145° C. FDMS m/e=455 (M+ of free base). α[D]589 =+4.59 (c=1.00 , dimethylsulfoxide). Starting materials: aqueous solution, S(=O)(=O)(O)[O-].[Na+] (sodium hydrogensulphate), aqueous solution, [OH-].[Na+] (sodium hydroxide), C(C)(C)(C)OC(CCC(=O)NCC1=CC(=CC=C1)C=O)=O (N-(3-formylbenzyl)succinamic acid tert-butyl ester), Cl.NO (hydroxylamine hydrochloride). Run in O (water), C(C)O (ethanol), O (water). Reaction conditions: time 3 day. Product: C(C)(C)(C)OC(CCC(=O)NCC1=CC(=CC=C1)C=NO)=O (N-[3-((hydroxyimino)methyl)benzyl]succinamic acid tert-butyl ester). Isolated yield 76.0%. Reaction SMILES: [OH-:1].[Na+].[C:3]([O:7][C:8](=[O:23])[CH2:9][CH2:10][C:11]([NH:13][CH2:14][C:15]1[CH:20]=[CH:19][CH:18]=[C:17]([CH:21]=O)[CH:16]=1)=[O:12])([CH3:6])([CH3:5])[CH3:4].Cl.[NH2:25]O.S([O-])(O)(=O)=O.[Na+]>C(O)C.O>[C:3]([O:7][C:8](=[O:23])[CH2:9][CH2:10][C:11]([NH:13][CH2:14][C:15]1[CH:20]=[CH:19][CH:18]=[C:17]([CH:21]=[N:25][OH:1])[CH:16]=1)=[O:12])([CH3:6])([CH3:5])[CH3:4] |f:0.1,3.4,5.6|. Procedure: A 3.2 M aqueous solution of sodium hydroxide (0.5 ml, 1.60 mmol) was added to a solution of N-(3-formylbenzyl)succinamic acid tert-butyl ester (312 mg, 1.07 mmol) and hydroxylamine hydrochloride (89 mg, 1.29 mmol) in ethanol (2.5 ml) and water (0.5 ml). The reaction mixture was stirred at room temperature for 3 days. A 10% aqueous solution of sodium hydrogensulphate (20 ml) and water (50 ml) were added. The mixture was extracted with ethyl acetate (3×50 ml). The combined organic layers were drie... The solvent is CN(C)C=O (DMF). The reagents and catalysts are CC(C)([P](C(C)(C)C)([Pd][P](C(C)(C)C)(C(C)(C)C)C(C)(C)C)C(C)(C)C)C (bis(tri-t-butylphosphine)palladium(0)). Reactants: ClC1=C2CCOC(C2=CC=C1)C=1NCCN1 (2-(5-chloroisochroman-1-yl)-4,5-dihydro-1H-imidazole), C(#N)[Zn]C#N (dicyanozinc). As a reaction SMILES: Cl[C:2]1[CH:11]=[CH:10][CH:9]=[C:8]2[C:3]=1[CH2:4][CH2:5][O:6][CH:7]2[C:12]1[NH:13][CH2:14][CH2:15][N:16]=1.[C:17]([Zn]C#N)#[N:18]>CC(C)([P](C(C)(C)C)([Pd][P](C(C)(C)C)(C(C)(C)C)C(C)(C)C)C(C)(C)C)C.CN(C=O)C>[NH:13]1[CH2:14][CH2:15][N:16]=[C:12]1[CH:7]1[C:8]2[CH:9]=[CH:10][CH:11]=[C:2]([C:17]#[N:18])[C:3]=2[CH2:4][CH2:5][O:6]1 |^1:24,30|. Procedure details: A mixture of 2-(5-chloroisochroman-1-yl)-4,5-dihydro-1H-imidazole (50 mg), dicyanozinc (25 mg), bis(tri-t-butylphosphine)palladium(0) (3 mg) and DMF (2 ml) was stirred in microwave reactor at 160° C. for 30 minutes. The title compound was purified with separation methods F and G. (Yield 22 mg). Yields the product N1C(=NCC1)C1OCCC=2C(=CC=CC12)C#N (1-(4,5-Dihydro-1H-imidazol-2-yl)isochroman-5-carbonitrile). Run at temperature 160 celsius, time 30 minute. Reactants: [Br-], N#Cc1ccc(C2CCC(CCC=O)CC2)cc1, CC[P+](c1ccccc1)(c1ccccc1)c1ccccc1, COC(C)(C)C. Product: CC=CCCC1CCC(c2ccc(C#N)cc2)CC1. Reaction SMILES: [Br-:25].[C:1](#[N:2])[c:3]1[cH:4][cH:5][c:6]([CH:9]2[CH2:10][CH2:11][CH:12]([CH2:15][CH2:16][CH:17]=[O:18])[CH2:13][CH2:14]2)[cH:7][cH:8]1.[CH2:26]([P+:27]([c:28]1[cH:29][cH:30][cH:31][cH:32][cH:33]1)([c:34]1[cH:35][cH:36][cH:37][cH:38][cH:39]1)[c:40]1[cH:41][cH:42][cH:43][cH:44][cH:45]1)[CH3:46].[CH3:19][O:20][C:21]([CH3:22])([CH3:23])[CH3:24]>>[C:1](#[N:2])[c:3]1[cH:4][cH:5][c:6]([CH:9]2[CH2:10][CH2:11][CH:12]([CH2:15][CH2:16][CH:17]=[CH:21][CH3:22])[CH2:13][CH2:14]2)[cH:7][cH:8]1. The reactants are C=CC (propylene), C=CCCCC (1-hexene), C=CCCCCCC (1-octene). Product: C=CC.C=CCCCC.C=CCCCCCC (propylene/1-hexene 1-octene). RXN SMILES: [CH2:1]=[CH:2][CH3:3].[CH2:4]=[CH:5][CH2:6][CH2:7][CH2:8][CH3:9].[CH2:10]=[CH:11][CH2:12][CH2:13][CH2:14][CH2:15][CH2:16][CH3:17]>>[CH2:1]=[CH:2][CH3:3].[CH2:4]=[CH:5][CH2:6][CH2:7][CH2:8][CH3:9].[CH2:10]=[CH:11][CH2:12][CH2:13][CH2:14][CH2:15][CH2:16][CH3:17] |f:3.4.5|. Procedure: The procedure of Example 1 is followed except that the monomer mixture contains 20 wt. % propylene, 40 wt. % 1-hexene and 40 weight % 1-octene. The propylene/1-hexene/1-octene terpolymer is obtained in 63% conversion. This tacky copolymer has no detectable crystallinity by either DSC or X-ray analysis, has a density of 0.854 and a Tg of -38. Its pressure-sensitive adhesive properties are similar to those of the propylene/1-hexene copolymer described in Example 1. Starting materials: CC(C)(C)N(C(=O)[O-])C1CCN(CCn2c(=O)cnc3cc(F)cc(F)c32)CC1, Cl, NC1CCN(CCn2c(=O)cnc3c(F)cc(F)cc32)CC1, C1COCCO1. The product is NC1CCN(CCn2c(=O)cnc3cc(F)cc(F)c32)CC1. Reaction SMILES: [C:1]([N:5]([C:2](=[O:3])[O-:4])[CH:9]1[CH2:10][CH2:11][N:12]([CH2:15][CH2:16][n:17]2[c:18](=[O:29])[cH:19][n:20][c:21]3[cH:22][c:23]([F:28])[cH:24][c:25]([F:27])[c:26]23)[CH2:13][CH2:14]1)([CH3:6])([CH3:7])[CH3:8].[ClH:30].[NH2:31][CH:32]1[CH2:33][CH2:34][N:35]([CH2:36][CH2:37][n:38]2[c:39]3[c:40]([c:41]([F:42])[cH:43][c:44]([F:45])[cH:46]3)[n:47][cH:48][c:49]2=[O:50])[CH2:51][CH2:52]1.[O:53]1[CH2:54][CH2:55][O:56][CH2:57][CH2:58]1>>[NH2:5][CH:9]1[CH2:10][CH2:11][N:12]([CH2:15][CH2:16][n:17]2[c:18](=[O:29])[cH:19][n:20][c:21]3[cH:22][c:23]([F:28])[cH:24][c:25]([F:27])[c:26]23)[CH2:13][CH2:14]1.